The task is: describe an organic reaction: reactants, conditions, products, and yield. This data is from the Open Reaction Database (ORD), a public repository of structured organic reaction records. The reactants are ClC1=NN=CC2=CC(=CC=C12)C=1C=C(C(=O)NC2CC2)C=CC1C (3-(1-chlorophthalazin-6-yl)-N-cyclopropyl-4-methylbenzamide), N1N=C(C2=C1CNCC2)O (4,5,6,7-tetrahydro-1H-pyrazolo[3,4-c]pyridin-3-ol), C(C)(C)N(C(C)C)CC (N,N-diisopropylethylamine). Run in CN1CCCC1=O (NMP), O (H2O). Conditions: temperature 160 celsius. Yields the product C1(CC1)NC(C1=CC(=C(C=C1)C)C=1C=C2C=NN=C(C2=CC1)N1CC2=C(CC1)C(=NN2)O)=O (N-cyclopropyl-3-(1-(3-hydroxy-4,5-dihydro-1H-pyrazolo[3,4-c]pyridin-6(7H)-yl)phthalazin-6-yl)-4-methylbenzamide). RXN SMILES: Cl[C:2]1[C:11]2[C:6](=[CH:7][C:8]([C:12]3[CH:13]=[C:14]([CH:21]=[CH:22][C:23]=3[CH3:24])[C:15]([NH:17][CH:18]3[CH2:20][CH2:19]3)=[O:16])=[CH:9][CH:10]=2)[CH:5]=[N:4][N:3]=1.[NH:25]1[C:29]2[CH2:30][NH:31][CH2:32][CH2:33][C:28]=2[C:27]([OH:34])=[N:26]1.C(N(CC)C(C)C)(C)C>CN1C(=O)CCC1.O>[CH:18]1([NH:17][C:15](=[O:16])[C:14]2[CH:21]=[CH:22][C:23]([CH3:24])=[C:12]([C:8]3[CH:7]=[C:6]4[C:11](=[CH:10][CH:9]=3)[C:2]([N:31]3[CH2:32][CH2:33][C:28]5[C:27]([OH:34])=[N:26][NH:25][C:29]=5[CH2:30]3)=[N:3][N:4]=[CH:5]4)[CH:13]=2)[CH2:20][CH2:19]1. Procedure details: A mixture of 3-(1-chlorophthalazin-6-yl)-N-cyclopropyl-4-methylbenzamide (300 mg, 888 μmol), 4,5,6,7-tetrahydro-1H-pyrazolo[3,4-c]pyridin-3-ol (247 mg, 1776 μmol) and N,N-diisopropylethylamine (310 μl, 1776 μmol) in NMP (3 mL) was heated to 160° C. for 18 h. After cooling to RT, the mixture was diluted with H2O and extracted with 25% i-PrOH/CHCl3 (3×). The combined organics were dried over Na2SO4, filtered and concentrated. The residue was purified with reverse-phase chromatography (Phenomenex S... The solvent is C1(=CC=CC=C1)C (toluene). Reactants: C1(=CC=CC=C1)C(C1CCNCC1)C1=CC=CC=C1 (4-diphenylmethylpiperidine), CN(C=S)C (N,N-dimethylthioformamide). The product is C1(=CC=CC=C1)C(C1CCN(CC1)C=S)C1=CC=CC=C1 (4-(diphenylmethyl)-1-piperidinecarbothioaldehyde). Procedure details: A solution of 20.0 g (0.08 mole) of 4-diphenylmethylpiperidine, 14.2 g (0.16 mole) of N,N-dimethylthioformamide and 50 ml of toluene was refluxed for 12 hours, cooled, and washed with water. The organic layer was separated, dried and stripped to an oil which was treated with diethyl ether to give a solid. Recrystallization of this material afforded a white crystalline solid, 4-(diphenylmethyl)-1-piperidinecarbothioaldehyde, m.p. 152°-154° C. Reaction SMILES: [C:1]1([CH:7]([C:14]2[CH:19]=[CH:18][CH:17]=[CH:16][CH:15]=2)[CH:8]2[CH2:13][CH2:12][NH:11][CH2:10][CH2:9]2)[CH:6]=[CH:5][CH:4]=[CH:3][CH:2]=1.CN(C)[CH:22]=[S:23]>C1(C)C=CC=CC=1>[C:1]1([CH:7]([C:14]2[CH:19]=[CH:18][CH:17]=[CH:16][CH:15]=2)[CH:8]2[CH2:9][CH2:10][N:11]([CH:22]=[S:23])[CH2:12][CH2:13]2)[CH:2]=[CH:3][CH:4]=[CH:5][CH:6]=1.